From a dataset of the Open Reaction Database (ORD), a public repository of structured organic reaction records. describe an organic reaction: reactants, conditions, products, and yield Reactants: C1CCOC1, CC(C)c1nc(-c2ccc(F)cc2)c(-c2ccc(F)cc2)n1C=CC(O)CC(O)CC(=O)OC(C)(C)C, [Na+], [OH-]. Product: CC(C)c1nc(-c2ccc(F)cc2)c(-c2ccc(F)cc2)n1C=CC1CC(O)CC(=O)O1. Reaction SMILES: [CH2:40]1[O:41][CH2:42][CH2:43][CH2:44]1.[F:1][c:2]1[cH:3][cH:4][c:5](-[c:8]2[n:9][c:10]([CH:35]([CH3:36])[CH3:37])[n:11]([CH:20]=[CH:21][CH:22]([CH2:23][CH:24]([CH2:25][C:26](=[O:27])[O:29][C:30]([CH3:31])([CH3:32])[CH3:34])[OH:33])[OH:28])[c:12]2-[c:13]2[cH:14][cH:15][c:16]([F:19])[cH:17][cH:18]2)[cH:6][cH:7]1.[Na+:39].[OH-:38]>>[F:1][c:2]1[cH:3][cH:4][c:5](-[c:8]2[n:9][c:10]([CH:35]([CH3:36])[CH3:37])[n:11]([CH:20]=[CH:21][CH:22]3[CH2:23][CH:24]([OH:33])[CH2:25][C:26](=[O:27])[O:38]3)[c:12]2-[c:13]2[cH:14][cH:15][c:16]([F:19])[cH:17][cH:18]2)[cH:6][cH:7]1.